From a dataset of the Open Reaction Database (ORD), a public repository of structured organic reaction records. describe an organic reaction: reactants, conditions, products, and yield Reactants: 2a, C1(=C(C=CC=C1)N)N (o-phenylenediamine), CN(CC(=O)O)CC(=O)O (methyliminodiacetic acid). Solvent: C(CO)O (ethyleneglycol). Yields the product N1C(=NC2=C1C=CC=C2)CN(C)CC2=NC1=C(N2)C=CC=C1 (N,N-bis(1H-benzimidazol-2-ylmethyl)-N-methylamine). As a reaction SMILES: [C:1]1([NH2:8])[CH:6]=[CH:5][CH:4]=[CH:3][C:2]=1[NH2:7].[CH3:9][N:10]([CH2:15][C:16](O)=O)[CH2:11][C:12](O)=O>C(O)CO>[NH:7]1[C:2]2[CH:3]=[CH:4][CH:5]=[CH:6][C:1]=2[N:8]=[C:12]1[CH2:11][N:10]([CH2:15][C:16]1[NH:8][C:1]2[CH:6]=[CH:5][CH:4]=[CH:3][C:2]=2[N:7]=1)[CH3:9]. Procedure details: 2b was synthesised by an analogous procedure to that described for 2a using o-phenylenediamine (5.88 g, 54.40 mmol) and methyliminodiacetic acid (4.00 g, 27.2 mmol) in ethyleneglycol (20 ml). Yield 6.88 g (87%). 1H NMR (250.13 MHz, CD3OD, r.t.), δ 2.29 (s, 3H, NCH3), 3.92 (s, 4H, N(CH2)), 7.19-7.23 (m, J3=3.35 Hz, 4H, ArH), 7.52-7.56 (m, J3=3.35 Hz, 4H, ArH). 13C NMR (62.9 MHz, DMSO-d6, r.t.) δ 47.31 (CH3), 59.97 (NCH2), 126.66 (ArC), 157.45 (ArCq). Anal. Calc. for C17H17N5 (in %) C, 70.10; H, 5... Reactants: C(=O)NC1=CC=CC(=N1)C(C(=O)O)=NOC(C(Cl)Cl)=O (2-(6-formamidopyridin-2-yl)-2-dichloroacetoxyiminoacetic acid), solution A, P(=O)(Cl)(Cl)Cl (phosphoryl chloride), solution A, NC1[C@@H]2N(C(=C(CS2)CSC2=NN=NN2C)C(=O)O)C1=O (7-amino-3-(1-methyl-1H-tetrazol-5-yl)thiomethyl-3-cephem-4-carboxylic acid). Solvent: C(Cl)Cl (methylene chloride), CN(C=O)C (N,N-dimethylformamide), C[Si](C)(C)CC(=O)N (trimethylsilylacetamide), C(Cl)Cl (methylene chloride). Run at time 30 minute. Product: C(=O)NC1=CC=CC(=N1)C(C(=O)NC1[C@@H]2N(C(=C(CS2)CSC2=NN=NN2C)C(=O)O)C1=O)=NO (7-[2-(6-formamidopyridin-2-yl)-2-hydroxyiminoacetamido]-3-(1-methyl-1H-tetrazol-5-yl)thiomethyl-3-cephem-4-carboxylic acid). Isolated yield 68.8%. As a reaction SMILES: P(Cl)(Cl)(Cl)=O.[CH:6]([NH:8][C:9]1[N:14]=[C:13]([C:15](=[N:19][O:20]C(=O)C(Cl)Cl)[C:16]([OH:18])=O)[CH:12]=[CH:11][CH:10]=1)=[O:7].[NH2:26][CH:27]1[C:45](=[O:46])[N:29]2[C:30]([C:42]([OH:44])=[O:43])=[C:31]([CH2:34][S:35][C:36]3[N:40]([CH3:41])[N:39]=[N:38][N:37]=3)[CH2:32][S:33][C@H:28]12>CN(C)C=O.C[Si](CC(N)=O)(C)C.C(Cl)Cl>[CH:6]([NH:8][C:9]1[N:14]=[C:13]([C:15](=[N:19][OH:20])[C:16]([NH:26][CH:27]2[C:45](=[O:46])[N:29]3[C:30]([C:42]([OH:44])=[O:43])=[C:31]([CH2:34][S:35][C:36]4[N:40]([CH3:41])[N:39]=[N:38][N:37]=4)[CH2:32][S:33][C@H:28]23)=[O:18])[CH:12]=[CH:11][CH:10]=1)=[O:7]. Procedure details: A solution of phosphoryl chloride (2.14 g.) in N,N-dimethylformamide (14 ml.) was stirred at 37° to 40° C. for 30 minutes. To the solution were added methylene chloride (14 ml.) and 2-(6-formamidopyridin-2-yl)-2-dichloroacetoxyiminoacetic acid (syn isomer) (4.48 g.) at -20° to -25° C. and stirred at -10° to -15° C. for 30 minutes [solution A]. On the other hand, 7-amino-3-(1-methyl-1H-tetrazol-5-yl)thiomethyl-3-cephem-4-carboxylic acid (4.6 g.) was dissolved in a solution of trimethylsilylacetam... As a reaction SMILES: [Cl:1][C:2]1[CH:30]=[CH:29][C:5]([C:6]([NH:8][C:9]2[CH:14]=[CH:13][C:12]([N:15]3[CH:19]([C:20]([F:23])([F:22])[F:21])[CH:18]([C:24]([O:26]CC)=[O:25])[CH:17]=[N:16]3)=[CH:11][CH:10]=2)=[O:7])=[CH:4][CH:3]=1.[OH-].[Na+].Cl>C(O)C>[Cl:1][C:2]1[CH:3]=[CH:4][C:5]([C:6]([NH:8][C:9]2[CH:10]=[CH:11][C:12]([N:15]3[C:19]([C:20]([F:23])([F:21])[F:22])=[C:18]([C:24]([OH:26])=[O:25])[CH:17]=[N:16]3)=[CH:13][CH:14]=2)=[O:7])=[CH:29][CH:30]=1 |f:1.2|. The reactants are ClC1=CC=C(C(=O)NC2=CC=C(C=C2)N2N=CC(C2C(F)(F)F)C(=O)OCC)C=C1 (ethyl 1-[4-(4-chlorobenzoylamino)phenyl]-5-trifluoromethyl-4H-pyrazole-4-carboxylate), [OH-].[Na+] (sodium hydroxide), Cl (hydrochloric acid). Procedure details: A mixture of ethyl 1-[4-(4-chlorobenzoylamino)phenyl]-5-trifluoromethyl-4H-pyrazole-4-carboxylate (150 mg), 1 N sodium hydroxide aqueous solution (1 ml) and ethanol (2 ml) was stirred at 45° C. for 4 hours. After spontaneous cooling, 1 N hydrochloric acid aqueous solution (2 ml) was added to the reaction solution, the thus formed product was extracted with ethyl acetate and then the extract was washed with saturated brine. The organic layer was dried over anhydrous magnesium sulfate and then con... Product: ClC1=CC=C(C(=O)NC2=CC=C(C=C2)N2N=CC(=C2C(F)(F)F)C(=O)O)C=C1 (1-[4-(4-chlorobenzoylamino)phenyl]-5-trifluoromethyl-1H-pyrazole-4-carboxylic acid). The yield is 65.1%. Run in C(C)O (ethanol). Run at temperature 45 celsius, time 4 hour. The reactants are [OH-].[Na+] (NaOH), O (H2O), COC1=CC=C(C=C1)\C(=C(\C=C)/C1=CC=CC=C1)\C1=CC=C(C=C1)/C=C/C(=O)OCC (Ethyl (2E)-3-{4-[(1Z)-1-(4-methoxyphenyl)-2-phenylbuten-1-enyl]phenyl}prop-2-enoate), Cl (HCl). The solvent is C(Cl)Cl (CH2Cl2), CCO (EtOH), C1CCOC1 (THF). Yields the product COC1=CC=C(C=C1)\C(=C(\CC)/C1=CC=CC=C1)\C1=CC=C(C=C1)/C=C/C(=O)O ((2E)-3-{4-[(1Z)-1-(4-Methoxyphenyl)-2-phenylbut-1-enyl]phenyl}prop-2-enoic acid). Isolated yield 106.0%. RXN SMILES: [CH3:1][O:2][C:3]1[CH:8]=[CH:7][C:6](/[C:9](/[C:19]2[CH:24]=[CH:23][C:22](/[CH:25]=[CH:26]/[C:27]([O:29]CC)=[O:28])=[CH:21][CH:20]=2)=[C:10](\[C:13]2[CH:18]=[CH:17][CH:16]=[CH:15][CH:14]=2)/[CH:11]=[CH2:12])=[CH:5][CH:4]=1.[OH-].[Na+].Cl.O>CCO.C1COCC1.C(Cl)Cl>[CH3:1][O:2][C:3]1[CH:4]=[CH:5][C:6](/[C:9](/[C:19]2[CH:20]=[CH:21][C:22](/[CH:25]=[CH:26]/[C:27]([OH:29])=[O:28])=[CH:23][CH:24]=2)=[C:10](\[C:13]2[CH:18]=[CH:17][CH:16]=[CH:15][CH:14]=2)/[CH2:11][CH3:12])=[CH:7][CH:8]=1 |f:1.2|. Procedure details: Compound 5 (39.80 g, 96.5 mmol) was dissolved in EtOH (300 mL) and THF (300 mL). 1 M aqueous NaOH (250 mL, 250 mmol) was added and the solution refluxed for 2 h. The reaction was cooled to RT and then acidified to pH 2 with 6N aq. HCl. H2O (750 mL) and CH2Cl2 (500 mL) were added and the two layers were separated. The aqueous layer was extracted with CH2Cl2 (2×100 mL). The combined organics were dried (Na2SO4) and concentrated to provide the title compound, 6 (39.34 g, 100%), as a pale yellow sol... Starting materials: CC=1NC=C(N1)C#CC1=CC(=NC=C1)C#N (4-(2-methyl-1H-imidazol-4-ylethynyl)-pyridine-2-carbonitrile), FC1=CC=C(C=C1)B(O)O (4-fluorobenzene boronic acid). Yields the product FC1=CC=C(C=C1)N1C(=NC(=C1)C#CC1=CC(=NC=C1)C#N)C (4-[1-(4-Fluoro-phenyl)-2-methyl-1H-imidazol-4-ylethynyl]-pyridine-2-carbonitrile). As a reaction SMILES: [CH3:1][C:2]1[NH:3][CH:4]=[C:5]([C:7]#[C:8][C:9]2[CH:14]=[CH:13][N:12]=[C:11]([C:15]#[N:16])[CH:10]=2)[N:6]=1.[F:17][C:18]1[CH:23]=[CH:22][C:21](B(O)O)=[CH:20][CH:19]=1>>[F:17][C:18]1[CH:23]=[CH:22][C:21]([N:3]2[CH:4]=[C:5]([C:7]#[C:8][C:9]3[CH:14]=[CH:13][N:12]=[C:11]([C:15]#[N:16])[CH:10]=3)[N:6]=[C:2]2[CH3:1])=[CH:20][CH:19]=1. Reported procedure: The title compound, MS: m/e=303.1 (M+H+), was prepared in accordance with the general method of example 7 from 4-(2-methyl-1H-imidazol-4-ylethynyl)-pyridine-2-carbonitrile and 4-fluorobenzene boronic acid. The reactants are O1CCOCC(C1)C1=CC=C(C=2N=C(SC21)NC(C2=C(C=NC=C2)Br)=O)OC (N-(7-[1,4]Dioxepan-6-yl-4-methoxy-benzothiazol-2-yl)-bromo-isonicotinamide), N1CCCC1 (pyrrolidine), COCCNC=1C=C(C(=O)NC=2SC3=C(N2)C(=CC=C3N3CCOCC3)OC)C=CN1 (2-(2-methoxy-ethylamino)-N-(4-methoxy-7-morpholin-4-yl-benzothiazol-2-yl)-isonicotinamide). Yields the product O1CCOCC(C1)C1=CC=C(C=2N=C(SC21)NC(C2=CC(=NC=C2)N2CCCC2)=O)OC (N-(7-[1,4]Dioxepan-6-yl-4-methoxy-benzothiazol-2-yl)-2-pyrrolidin-1-yl-isonicotinamide). RXN SMILES: [O:1]1[CH2:7][CH:6]([C:8]2[C:16]3[S:15][C:14]([NH:17][C:18](=[O:26])[C:19]4[CH:24]=[CH:23][N:22]=[CH:21][C:20]=4Br)=[N:13][C:12]=3[C:11]([O:27][CH3:28])=[CH:10][CH:9]=2)[CH2:5][O:4][CH2:3][CH2:2]1.[NH:29]1[CH2:33][CH2:32][CH2:31][CH2:30]1.COCCNC1C=C(C=CN=1)C(NC1SC2C(N3CCOCC3)=CC=C(OC)C=2N=1)=O>>[O:1]1[CH2:7][CH:6]([C:8]2[C:16]3[S:15][C:14]([NH:17][C:18](=[O:26])[C:19]4[CH:24]=[CH:23][N:22]=[C:21]([N:29]5[CH2:33][CH2:32][CH2:31][CH2:30]5)[CH:20]=4)=[N:13][C:12]=3[C:11]([O:27][CH3:28])=[CH:10][CH:9]=2)[CH2:5][O:4][CH2:3][CH2:2]1. Procedure: N-(7-[1,4]Dioxepan-6-yl-4-methoxy-benzothiazol-2-yl)-bromo-isonicotinamide and pyrrolidine were reacted as described for 2-(2-methoxy-ethylamino)-N-(4-methoxy-7-morpholin-4-yl-benzothiazol-2-yl)-isonicotinamide in WO03/043636. Usual workup, preparative reversed-phase HPLC and final dry-freezing afforded the title compound as light brown solid. MS: m/e=455(M+H+). Reactants: [C-]#N.[K+] (potassium cyanide), CC=1C=C(CCl)C(=CC1)SC1=CC=CC=C1 (3-methyl-6-(phenylthio)-benzyl chloride). Run in O (water), C(C)O (ethanol). The product is CC=1C=C(C(=CC1)SC1=CC=CC=C1)CC#N (3-methyl-6-(phenylthio)-phenylacetonitrile). RXN SMILES: [C-:1]#[N:2].[K+].[CH3:4][C:5]1[CH:6]=[C:7]([C:10]([S:13][C:14]2[CH:19]=[CH:18][CH:17]=[CH:16][CH:15]=2)=[CH:11][CH:12]=1)[CH2:8]Cl>O.C(O)C>[CH3:4][C:5]1[CH:6]=[C:7]([CH2:8][C:1]#[N:2])[C:10]([S:13][C:14]2[CH:19]=[CH:18][CH:17]=[CH:16][CH:15]=2)=[CH:11][CH:12]=1 |f:0.1|. Reported procedure: 570.7 g of 3-methyl-6-(phenylthio)-benzyl alcohol are dissolved in 1.5 litres of benzene and heated under reflux. There are added dropwise thereto within 45 minutes 352 ml of thionyl chloride and the mixture is boiled for a further 90 minutes. Then the mixture is concentrated under reduced pressure and there is obtained 3-methyl-6-(phenylthio)-benzyl chloride as a red-brown oil. 194 g of potassium cyanide in 250 ml of water are heated under reflux for 17 hours under an argon atmosphere with 616.... Reactants: C(C(=C)C)(=O)O (methacrylic acid), C1(O)=CC=C(O)C=C1 (hydroquinone), C(C(=C)C)(=O)OCCCCCCCCCCCC (lauryl methacrylate), C(C(=C)C)(=O)OC (methyl methacrylate), C(C1=CC=CC=C1)(=O)OOC(C1=CC=CC=C1)=O (benzoyl peroxide). Run in CCCCCCCCC(C)C (Isopar G). Conditions: temperature 90 celsius, time 5 hour. Yields the product C(C(=C)C)(=O)O.C(C(=C)C)(=O)OCCCCCCCCCCCC.C(C(=C)C)(=O)OC (methacrylic acid lauryl methacrylate methyl methacrylate). RXN SMILES: [C:1]([OH:6])(=[O:5])[C:2]([CH3:4])=[CH2:3].C1(C=CC(O)=CC=1)O.[C:15]([O:20][CH2:21][CH2:22][CH2:23][CH2:24][CH2:25][CH2:26][CH2:27][CH2:28][CH2:29][CH2:30][CH2:31][CH3:32])(=[O:19])[C:16]([CH3:18])=[CH2:17].[C:33]([O:38][CH3:39])(=[O:37])[C:34]([CH3:36])=[CH2:35].C(OOC(=O)C1C=CC=CC=1)(=O)C1C=CC=CC=1>CCCCCCCCC(C)C>[C:1]([OH:6])(=[O:5])[C:2]([CH3:4])=[CH2:3].[C:15]([O:20][CH2:21][CH2:22][CH2:23][CH2:24][CH2:25][CH2:26][CH2:27][CH2:28][CH2:29][CH2:30][CH2:31][CH3:32])(=[O:19])[C:16]([CH3:18])=[CH2:17].[C:33]([O:38][CH3:39])(=[O:37])[C:34]([CH3:36])=[CH2:35] |f:6.7.8|. Procedure: 40 g of methacrylic acid and 0.5 g of hydroquinone are added to 1 liter of Isopar G and maintained at about 90° C. for about 10 hours. Next, 40 grams of lauryl methacrylate, 18 g methyl methacrylate, and 0.5 g benzoyl peroxide are added to the reaction flask to initiate polymerization. Polymerization is continued for five hours to produce a methacrylic acid-lauryl methacrylate-methyl methacrylate terpolymer. The terpolymer solution/dispersion is added to about 100 grams of soluble precursor A an...